describe an organic reaction: reactants, conditions, products, and yield From a dataset of the Open Reaction Database (ORD), a public repository of structured organic reaction records. Reactants: OC1CN(CC1)C(=O)C1=C(C=CC(=C1)S(=O)(=O)C)OC(C)C (rac-(3-hydroxy-pyrrolidin-1-yl)-(2-isopropoxy-5-methanesulfonyl-phenyl)-methanone), FC1=C(C=C(C=C1)C(F)(F)F)O (2-fluoro-5-(trifluoromethyl)phenol). Product: FC1=C(OC2CN(CC2)C(=O)C2=C(C=CC(=C2)S(=O)(=O)C)OC(C)C)C=C(C=C1)C(F)(F)F (Rac-[3-(2-Fluoro-5-trifluoromethyl-phenoxy)-pyrrolidin-1-yl]-(2-isopropoxy-5-methanesulfonyl-phenyl)-methanone). The yield is 25.0%. RXN SMILES: [OH:1][CH:2]1[CH2:6][CH2:5][N:4]([C:7]([C:9]2[CH:14]=[C:13]([S:15]([CH3:18])(=[O:17])=[O:16])[CH:12]=[CH:11][C:10]=2[O:19][CH:20]([CH3:22])[CH3:21])=[O:8])[CH2:3]1.[F:23][C:24]1[CH:29]=[CH:28][C:27]([C:30]([F:33])([F:32])[F:31])=[CH:26][C:25]=1O>>[F:23][C:24]1[CH:25]=[CH:26][C:27]([C:30]([F:31])([F:32])[F:33])=[CH:28][C:29]=1[O:1][CH:2]1[CH2:6][CH2:5][N:4]([C:7]([C:9]2[CH:14]=[C:13]([S:15]([CH3:18])(=[O:17])=[O:16])[CH:12]=[CH:11][C:10]=2[O:19][CH:20]([CH3:22])[CH3:21])=[O:8])[CH2:3]1. Procedure details: Prepared in analogy to Example 4 from rac-(3-hydroxy-pyrrolidin-1-yl)-(2-isopropoxy-5-methanesulfonyl-phenyl)-methanone (Example 9(a)) and 2-fluoro-5-(trifluoromethyl)phenol. The crude material was purified by reversed phase HPLC (acetonitrile/water) to yield the title compound as an amorphous white solid (yield 25%). MS (m/e): 490.4 (M+H+, 100%). Reactants: C(C1=CC=CC=C1)OC([C@@H](N)CC1=CC=CC=C1)=O (phenylalanine benzyl ester), C1(CCCCC1)N=C=NC1CCCCC1 (dicyclohexylcarbodiimide), C1(CCCC1)C(=O)O (cyclopentanecarboxylic acid), C(C)N1CCOCC1 (N-ethyl morpholine). Solvent: CN(C)C=O (DMF), ClCCl (dichloromethane), ClCCl (dichloromethane). Run at temperature 0 celsius, time 1 hour. The product is C1(CCCC1)C(=O)N[C@@H](CC1=CC=CC=C1)C(=O)O (Nα -cyclopentanecarbonylphenylalanine). As a reaction SMILES: C1(N=C=NC2CCCCC2)CCCCC1.[CH:16]1([C:21]([OH:23])=O)[CH2:20][CH2:19][CH2:18][CH2:17]1.C([O:31][C:32](=[O:42])[C@H:33]([CH2:35][C:36]1[CH:41]=[CH:40][CH:39]=[CH:38][CH:37]=1)[NH2:34])C1C=CC=CC=1.C(N1CCOCC1)C>ClCCl.CN(C=O)C>[CH:16]1([C:21]([NH:34][C@H:33]([C:32]([OH:42])=[O:31])[CH2:35][C:36]2[CH:41]=[CH:40][CH:39]=[CH:38][CH:37]=2)=[O:23])[CH2:17][CH2:18][CH2:19][CH2:20]1. Procedure details: A cool solution of 2.06 gm of dicyclohexylcarbodiimide in 10 ml of dichloromethane was added to a solution of 1.4114 gm of cyclopentanecarboxylic acid in 5 ml of dichloromethane at -5° C. It was followed by the addition of 4.28 gm of phenylalanine benzyl ester touluenesulfonate salt in 10 ml of DMF which was neutralized with 1.36 ml of N-ethyl morpholine. The reaction mixture was stirred at 0° C. for one hour and then at room temperature for three hours. Dicyclohexylurea was removed by filtratio... The reactants are NC(C1=CC=C(OCCCC2CCN(CC2)CCCOC2=CC=C(C(=O)N)C=C2)C=C1)=NO (4-{3-[4-(3-{4-[amino(hydroxyimino)methyl]phenoxy}propyl)-1-piperidinyl]propoxy}benzamide), oxime, C(C)(=O)OC(C)=O (acetic anhydride). Run in C(C)(=O)O (acetic acid). Run at time 1 hour. The product is NC(C1=CC=C(OCCCC2CCN(CC2)CCCOC2=CC=C(C(=O)N)C=C2)C=C1)=NOC(C)=O (4-{3-[4-(3-{4-[amino(acetyloxyimino)methyl]phenoxy}propyl)-1-piperidinyl]propoxy}benzamide). RXN SMILES: [NH2:1][C:2](=[N:32][OH:33])[C:3]1[CH:31]=[CH:30][C:6]([O:7][CH2:8][CH2:9][CH2:10][CH:11]2[CH2:16][CH2:15][N:14]([CH2:17][CH2:18][CH2:19][O:20][C:21]3[CH:29]=[CH:28][C:24]([C:25]([NH2:27])=[O:26])=[CH:23][CH:22]=3)[CH2:13][CH2:12]2)=[CH:5][CH:4]=1.[C:34](OC(=O)C)(=[O:36])[CH3:35]>C(O)(=O)C>[NH2:1][C:2](=[N:32][O:33][C:34](=[O:36])[CH3:35])[C:3]1[CH:31]=[CH:30][C:6]([O:7][CH2:8][CH2:9][CH2:10][CH:11]2[CH2:16][CH2:15][N:14]([CH2:17][CH2:18][CH2:19][O:20][C:21]3[CH:22]=[CH:23][C:24]([C:25]([NH2:27])=[O:26])=[CH:28][CH:29]=3)[CH2:13][CH2:12]2)=[CH:5][CH:4]=1. Reported procedure: To an acetic acid (15 mL) suspension of 1.00 g of 4-{3-[4-(3-{4-[amino(hydroxyimino)methyl]phenoxy}propyl)-1-piperidinyl]propoxy}benzamide=oxime was added 0.48 mL of acetic anhydride at room temperature, which was then stirred at the same temperature for one hour. The solvent was distilled off under reduced pressure, and the resultant residue was subsequently added to a mixture of water and chloroform, which was then adjusted to pH 7.5 using a saturated sodium bicarbonate aqueous solution. The p... Reactants: ClC1=CC(=CC=C1)C(=O)OO (m-chloroperbenzoic acid), FC(SC1=C(C=CC=C1)C1=CC=CC=C1)(F)F (2-(trifluoromethylthio)biphenyl). The solvent is C(Cl)Cl (methylene chloride). Yields the product FC(S(=O)C1=C(C=CC=C1)C1=CC=CC=C1)(F)F (2-(trifluoromethylsulfinyl)biphenyl). The yield is 97.8%. RXN SMILES: ClC1C=CC=C(C(OO)=[O:9])C=1.[F:12][C:13]([F:28])([F:27])[S:14][C:15]1[CH:20]=[CH:19][CH:18]=[CH:17][C:16]=1[C:21]1[CH:26]=[CH:25][CH:24]=[CH:23][CH:22]=1>C(Cl)Cl>[F:28][C:13]([F:27])([F:12])[S:14]([C:15]1[CH:20]=[CH:19][CH:18]=[CH:17][C:16]=1[C:21]1[CH:22]=[CH:23][CH:24]=[CH:25][CH:26]=1)=[O:9]. Reported procedure: Under ice cooling, 7.77g (31.5 mmol) of m-chloroperbenzoic acid was added little by little to a solution of 7.63 g (30 mmol) of 2-(trifluoromethylthio)biphenyl in 20 ml of methylene chloride with stirring. The mixture was stirred overnight at room temperature. The precipitate in the reaction mixture was removed by filtration, and the filtrate was concentrated under reduced pressure. The residue was purified by silica gel column chromatography (ethyl acetate:hexane=1:10) to give 7.93 g (97.8%) of... The reactants are C(C)OP(=O)(OCC)CCCCCCCCCCCC(C(C(C(F)(F)F)(F)F)(F)F)(F)F (1-(diethylphosphono)-11-(nonafluorobutyl)undecane), Br[Si](C)(C)C (bromotrimethylsilane). Run in ClCCl (dichloromethane). Conditions: time 24 hour. Product: P(=O)(O)(O)CCCCCCCCCCCC(C(C(C(F)(F)F)(F)F)(F)F)(F)F (1-phosphono-11-(nonafluorobutyl)undecane). Isolated yield 80.0%. RXN SMILES: C([O:3][P:4]([CH2:9][CH2:10][CH2:11][CH2:12][CH2:13][CH2:14][CH2:15][CH2:16][CH2:17][CH2:18][CH2:19][C:20]([F:32])([F:31])[C:21]([F:30])([F:29])[C:22]([F:28])([F:27])[C:23]([F:26])([F:25])[F:24])([O:6]CC)=[O:5])C.Br[Si](C)(C)C>ClCCl>[P:4]([CH2:9][CH2:10][CH2:11][CH2:12][CH2:13][CH2:14][CH2:15][CH2:16][CH2:17][CH2:18][CH2:19][C:20]([F:31])([F:32])[C:21]([F:29])([F:30])[C:22]([F:27])([F:28])[C:23]([F:24])([F:25])[F:26])([OH:6])([OH:5])=[O:3]. Procedure: To a solution of 15.23 g of 1-(diethylphosphono)-11-(nonafluorobutyl)undecane in 40 mL of dichloromethane was added 11.50 g of bromotrimethylsilane. After 24 hr at room temperature, the solution was concentrated to a pale yellowish liquid, and the intermediate silylphosphonate ester was dissolved in 200 mL of methanol. The resultant solution was stirred at room temperature for 30 min and concentrated to a white solid. Dissolution in methanol and concentration were repeated two times, and two rec... The reactants are CS(C)=O, C[Si](C)(C)CCOCn1ccc2c(-c3cnn(C(CCO)C4CCCC4)c3)ncnc21, O=C(Cl)C(=O)Cl, ClCCl, O. Yields the product C[Si](C)(C)CCOCn1ccc2c(-c3cnn(C(CC=O)C4CCCC4)c3)ncnc21. As a reaction SMILES: [CH3:7][S:8]([CH3:9])=[O:10].[CH:11]1([CH:16]([CH2:17][CH2:18][OH:19])[n:20]2[n:21][cH:22][c:23](-[c:25]3[c:26]4[c:27]([n:28][cH:29][n:30]3)[n:31]([CH2:34][O:35][CH2:36][CH2:37][Si:38]([CH3:39])([CH3:40])[CH3:41])[cH:32][cH:33]4)[cH:24]2)[CH2:12][CH2:13][CH2:14][CH2:15]1.[Cl:1][C:2]([C:3]([Cl:4])=[O:5])=[O:6].[Cl:43][CH2:44][Cl:45].[OH2:42]>>[CH:11]1([CH:16]([CH2:17][CH:18]=[O:19])[n:20]2[n:21][cH:22][c:23](-[c:25]3[c:26]4[c:27]([n:28][cH:29][n:30]3)[n:31]([CH2:34][O:35][CH2:36][CH2:37][Si:38]([CH3:39])([CH3:40])[CH3:41])[cH:32][cH:33]4)[cH:24]2)[CH2:12][CH2:13][CH2:14][CH2:15]1.